The task is: describe an organic reaction: reactants, conditions, products, and yield. This data is from the Open Reaction Database (ORD), a public repository of structured organic reaction records. The reactants are [OH-].[Na+] (sodium hydroxide), [OH-].[Na+] (sodium hydroxide), C(C1=CC=CC=C1)OC1=C(C=CC(=C1)Cl)O (2-(Benzyloxy)-4-chlorophenol), 1,1,1-trichloro-2-methylpropanol. Run in CC(=O)C (acetone). Conditions: time 1 hour. Yields the product C(C1=CC=CC=C1)OC1=C(OC(C(=O)O)(C)C)C=CC(=C1)Cl (2-[2-(Benzyloxy)-4-chlorophenoxy]-2-methylpropanoic acid). RXN SMILES: [OH-:1].[Na+].[CH2:3]([O:10][C:11]1[CH:16]=[C:15]([Cl:17])[CH:14]=[CH:13][C:12]=1[OH:18])[C:4]1[CH:9]=[CH:8][CH:7]=[CH:6][CH:5]=1>CC(C)=O>[CH2:3]([O:10][C:11]1[CH:16]=[C:15]([Cl:17])[CH:14]=[CH:13][C:12]=1[O:18][C:4]([CH3:9])([CH3:5])[C:3]([OH:10])=[O:1])[C:4]1[CH:5]=[CH:6][CH:7]=[CH:8][CH:9]=1 |f:0.1|. Procedure details: Powdered sodium hydroxide (0.253 g) was added to a stirred mixture of the product from step (i) (1.5 g) and 1,1,1-trichloro-2-methylpropanol (3.0 g) in acetone (40 ml) at 0° C. After stirring at RT for 1 h the mixture was cooled to 0° C. and a further portion of sodium hydroxide (0.253 g) added. After repeating for a third time, the mixture was stirred at RT overnight, then quenched with 2M hydrochloric acid and extracted with ethylacetate. The organics were dried, evaporated under reduced press...